From a dataset of the Open Reaction Database (ORD), a public repository of structured organic reaction records. describe an organic reaction: reactants, conditions, products, and yield Reactants: COc1cc(COc2cc(N)[nH]n2)cc(OC)c1, C[Al](C)C, CC(C)=O, Cc1ccccc1, CC#N, CCOC(=O)c1ccc(N2CCN(C3CCC3)CC2)cc1. Yields the product COc1cc(COc2cc(NC(=O)c3ccc(N4CCN(C5CCC5)CC4)cc3)[nH]n2)cc(OC)c1. RXN SMILES: [CH3:1][O:2][c:3]1[cH:4][c:5]([CH2:11][O:12][c:13]2[cH:14][c:15]([NH2:18])[nH:16][n:17]2)[cH:6][c:7]([O:9][CH3:10])[cH:8]1.[CH3:40][Al:41]([CH3:42])[CH3:43].[CH3:44][C:45](=[O:46])[CH3:47].[CH3:48][c:49]1[cH:50][cH:51][cH:52][cH:53][cH:54]1.[CH3:55][C:56]#[N:57].[CH:19]1([N:23]2[CH2:24][CH2:25][N:26]([c:29]3[cH:30][cH:31][c:32]([C:33](=[O:34])[O:35][CH2:36][CH3:37])[cH:38][cH:39]3)[CH2:27][CH2:28]2)[CH2:20][CH2:21][CH2:22]1>>[CH3:1][O:2][c:3]1[cH:4][c:5]([CH2:11][O:12][c:13]2[cH:14][c:15]([NH:18][C:33]([c:32]3[cH:31][cH:30][c:29]([N:26]4[CH2:25][CH2:24][N:23]([CH:19]5[CH2:20][CH2:21][CH2:22]5)[CH2:28][CH2:27]4)[cH:39][cH:38]3)=[O:34])[nH:16][n:17]2)[cH:6][c:7]([O:9][CH3:10])[cH:8]1. Reactants: CC(=O)CC(=O)OC(C)(C)C, CC(C)C(C(C=CC=O)=C(c1ccc(F)cc1)c1ccc(F)cc1)C(C)C, C1CCOC1. Yields the product CC(C)C(C(C=CC(O)CC(=O)CC(=O)OC(C)(C)C)=C(c1ccc(F)cc1)c1ccc(F)cc1)C(C)C. As a reaction SMILES: [C:1]([CH2:2][C:3](=[O:4])[CH3:5])(=[O:6])[O:7][C:8]([CH3:9])([CH3:10])[CH3:11].[F:12][c:13]1[cH:14][cH:15][c:16]([C:19](=[C:20]([CH:21]=[CH:22][CH:23]=[O:24])[CH:25]([CH:26]([CH3:27])[CH3:28])[CH:29]([CH3:30])[CH3:31])[c:32]2[cH:33][cH:34][c:35]([F:38])[cH:36][cH:37]2)[cH:17][cH:18]1.[O:39]1[CH2:40][CH2:41][CH2:42][CH2:43]1>>[C:1]([CH2:2][C:3](=[O:4])[CH2:5][CH:23]([CH:22]=[CH:21][C:20](=[C:19]([c:16]1[cH:15][cH:14][c:13]([F:12])[cH:18][cH:17]1)[c:32]1[cH:33][cH:34][c:35]([F:38])[cH:36][cH:37]1)[CH:25]([CH:26]([CH3:27])[CH3:28])[CH:29]([CH3:30])[CH3:31])[OH:24])(=[O:6])[O:7][C:8]([CH3:9])([CH3:10])[CH3:11].